describe an organic reaction: reactants, conditions, products, and yield From a dataset of the Open Reaction Database (ORD), a public repository of structured organic reaction records. The reactants are C(C1=CC=CC=C1)C1CCN(CC1)CCCCC(=O)NNC(C1=CC=C(C=C1)[N+](=O)[O-])=O (N-(5-(4-benzylpiperidin-1-yl)valeroyl)-N′-(4-nitrobenzoyl)hydrazine), [H][H] (hydrogen). Reagents/catalysts: [Pd] (Pd/C). Run in CO (methanol). The product is NC1=CC=C(C(=O)NNC(CCCCN2CCC(CC2)CC2=CC=CC=C2)=O)C=C1 (N-(4-Aminobenzoyl)-N′-(5-(4-benzylpiperidin-1-yl)valeroyl)hydrazine). The yield is 32.2%. RXN SMILES: [CH2:1]([CH:8]1[CH2:13][CH2:12][N:11]([CH2:14][CH2:15][CH2:16][CH2:17][C:18]([NH:20][NH:21][C:22](=[O:32])[C:23]2[CH:28]=[CH:27][C:26]([N+:29]([O-])=O)=[CH:25][CH:24]=2)=[O:19])[CH2:10][CH2:9]1)[C:2]1[CH:7]=[CH:6][CH:5]=[CH:4][CH:3]=1.[H][H]>CO.[Pd]>[NH2:29][C:26]1[CH:25]=[CH:24][C:23]([C:22]([NH:21][NH:20][C:18](=[O:19])[CH2:17][CH2:16][CH2:15][CH2:14][N:11]2[CH2:10][CH2:9][CH:8]([CH2:1][C:2]3[CH:3]=[CH:4][CH:5]=[CH:6][CH:7]=3)[CH2:13][CH2:12]2)=[O:32])=[CH:28][CH:27]=1. Procedure details: To a solution of N-(5-(4-benzylpiperidin-1-yl)valeroyl)-N′-(4-nitrobenzoyl)hydrazine (200 mg, 0.456 mmol) in 20 mL of methanol was added 50 mg of 5% Pd/C. The resulting mixture was hydrogenated at 30 psi of hydrogen for 3 hr. The catalyst was removed through a short column of Celite and was washed with methanol (15 mL). The extracts were evaporated in vacuo to give an oil, which was purified by flash chromatography to give the title product as a solid (60 mg, 32%):. mp 163-165° C.; 1H NMR (CDCl3... Reactants: Cl (hydrochloric acid), CS(=O)(=O)OC1=CC(=CC=C1)C=1OC(=C(N1)COC1=C(C=C(C=C1)COC1=NN(C=C1C=O)C1=CC=CC=C1)OC)CC (3-{4-[(4-{[(4-formyl-1-phenyl-1H-pyrazol-3-yl)oxy]methyl}-2-methoxyphenoxy)methyl]-5-ethyl-1,3-oxazol-2-yl}phenyl methanesulfonate), O1CCCC1 (tetrahydrofuran), [OH-].[Na+] (sodium hydroxide). The solvent is C(C)O (ethanol). Conditions: temperature 60 celsius, time 1 hour. Product: OC=1C=C(C=CC1)C=1OC(=C(N1)COC1=C(C=C(COC2=NN(C=C2C=O)C2=CC=CC=C2)C=C1)OC)C (3-[(4-{[2-(3-hydroxyphenyl)-5-methyl-1,3-oxazol-4-yl]methoxy}-3-methoxybenzyl)oxy]-1-phenyl-1H-pyrazole-4-carbaldehyde). Isolated yield 59.0%. Reaction SMILES: CS([O:5][C:6]1[CH:11]=[CH:10][CH:9]=[C:8]([C:12]2[O:13][C:14]([CH2:42]C)=[C:15]([CH2:17][O:18][C:19]3[CH:24]=[CH:23][C:22]([CH2:25][O:26][C:27]4[C:31]([CH:32]=[O:33])=[CH:30][N:29]([C:34]5[CH:39]=[CH:38][CH:37]=[CH:36][CH:35]=5)[N:28]=4)=[CH:21][C:20]=3[O:40][CH3:41])[N:16]=2)[CH:7]=1)(=O)=O.O1CCCC1.[OH-].[Na+].Cl>C(O)C>[OH:5][C:6]1[CH:7]=[C:8]([C:12]2[O:13][C:14]([CH3:42])=[C:15]([CH2:17][O:18][C:19]3[CH:24]=[CH:23][C:22]([CH2:25][O:26][C:27]4[C:31]([CH:32]=[O:33])=[CH:30][N:29]([C:34]5[CH:35]=[CH:36][CH:37]=[CH:38][CH:39]=5)[N:28]=4)=[CH:21][C:20]=3[O:40][CH3:41])[N:16]=2)[CH:9]=[CH:10][CH:11]=1 |f:2.3|. Procedure details: To a mixture of 3-{4-[(4-{[(4-formyl-1-phenyl-1H-pyrazol-3-yl)oxy]methyl}-2-methoxyphenoxy)methyl]-5-ethyl-1,3-oxazol-2-yl}phenyl methanesulfonate (0.20 g), tetrahydrofuran (2 mL) and ethanol (2 mL) was added 1N aqueous sodium hydroxide solution (2 mL), and the mixture was stirred at 60° C. for 1 hr. To the reaction mixture was added dilute hydrochloric acid to acidify the solution, and the precipitated crystals were collected by filtration to give 3-[(4-{[2-(3-hydroxyphenyl)-5-methyl-1,3-oxazol...